This data is from the Open Reaction Database (ORD), a public repository of structured organic reaction records. The task is: describe an organic reaction: reactants, conditions, products, and yield The reactants are OC[C@@H]1N(CCC1)C1CCN(CC1)C(=O)C=1N(C(=NC1I)C1=CC(=CC=C1)OC(F)(F)F)C ([4-((R)-2-Hydroxymethyl-pyrrolidin-1-yl)-piperidin-1-yl]-[5-iodo-3-methyl-2-(3-trifluoromethoxy-phenyl)-3H-imidazol-4-yl]-methanone), N1=CC=C(C=C1)B(O)O (pyridin-4-yl-boronic acid). Product: OC[C@@H]1N(CCC1)C1CCN(CC1)C(=O)C=1N(C(=NC1C1=CC=NC=C1)C1=CC(=CC=C1)OC(F)(F)F)C ([4-((R)-2-Hydroxymethyl-pyrrolidin-1-yl)-piperidin-1-yl]-[3-methyl-5-pyridin-4-yl-2-(3-trifluoromethoxy-phenyl)-3H-imidazol-4-yl]-methanone). RXN SMILES: [OH:1][CH2:2][C@H:3]1[CH2:7][CH2:6][CH2:5][N:4]1[CH:8]1[CH2:13][CH2:12][N:11]([C:14]([C:16]2[N:17]([CH3:33])[C:18]([C:22]3[CH:27]=[CH:26][CH:25]=[C:24]([O:28][C:29]([F:32])([F:31])[F:30])[CH:23]=3)=[N:19][C:20]=2I)=[O:15])[CH2:10][CH2:9]1.[N:34]1[CH:39]=[CH:38][C:37](B(O)O)=[CH:36][CH:35]=1>>[OH:1][CH2:2][C@H:3]1[CH2:7][CH2:6][CH2:5][N:4]1[CH:8]1[CH2:13][CH2:12][N:11]([C:14]([C:16]2[N:17]([CH3:33])[C:18]([C:22]3[CH:27]=[CH:26][CH:25]=[C:24]([O:28][C:29]([F:32])([F:31])[F:30])[CH:23]=3)=[N:19][C:20]=2[C:37]2[CH:38]=[CH:39][N:34]=[CH:35][CH:36]=2)=[O:15])[CH2:10][CH2:9]1. Reported procedure: In analogy to the procedure described for example 7, [4-((R)-2-hydroxymethyl-pyrrolidin-1-yl)-piperidin-1-yl]-[5-iodo-3-methyl-2-(3-trifluoromethoxy-phenyl)-3H-imidazol-4-yl]-methanone (example 46) was reacted with pyridin-4-yl-boronic acid to give the title compound as light yellow oil. MS: 530.2 (MH+). Starting materials: N1N=CC(=C1)/C=C/C(=O)NC1=C(C=CC=C1)NC(OC(C)(C)C)=O ((E)-tert-butyl (2-(3-(1H-pyrazol-4-yl)acrylamido)phenyl)carbamate), B5, C([O-])([O-])=O.[Cs+].[Cs+] (cesium carbonate), BrCCOC1=CC(=CC(=C1)F)F (1-(2-bromoethoxy)-3,5-difluorobenzene). The solvent is CN(C)C=O (DMF), CN(C)C=O (DMF), CCOC(=O)C (EtOAc). Conditions: time 8 hour. The product is FC=1C=C(OCCN2N=CC(=C2)/C=C/C(=O)NC2=C(C=CC=C2)NC(OC(C)(C)C)=O)C=C(C1)F ((E)-tert-butyl (2-(3-(1-(2-(3,5-difluorophenoxy)ethyl)-1H-pyrazol-4-yl)acrylamido)phenyl)carbamate). Reaction SMILES: C(=O)([O-])[O-].[Cs+].[Cs+].Br[CH2:8][CH2:9][O:10][C:11]1[CH:16]=[C:15]([F:17])[CH:14]=[C:13]([F:18])[CH:12]=1.[NH:19]1[CH:23]=[C:22](/[CH:24]=[CH:25]/[C:26]([NH:28][C:29]2[CH:34]=[CH:33][CH:32]=[CH:31][C:30]=2[NH:35][C:36](=[O:42])[O:37][C:38]([CH3:41])([CH3:40])[CH3:39])=[O:27])[CH:21]=[N:20]1>CN(C=O)C.CCOC(C)=O>[F:18][C:13]1[CH:12]=[C:11]([CH:16]=[C:15]([F:17])[CH:14]=1)[O:10][CH2:9][CH2:8][N:19]1[CH:23]=[C:22](/[CH:24]=[CH:25]/[C:26]([NH:28][C:29]2[CH:34]=[CH:33][CH:32]=[CH:31][C:30]=2[NH:35][C:36](=[O:42])[O:37][C:38]([CH3:40])([CH3:39])[CH3:41])=[O:27])[CH:21]=[N:20]1 |f:0.1.2|. Procedure: As described for the synthesis of B5 above, cesium carbonate (64 mg, 0.27 mmol) followed by a solution of 1-(2-bromoethoxy)-3,5-difluorobenzene (76 mg, 0.30 mmol) in DMF (1 mL) were added to a solution of (E)-tert-butyl (2-(3-(1H-pyrazol-4-yl)acrylamido)phenyl)carbamate (90 mg, 0.27 mmol) in anhydrous DMF (4 mL). The reaction mixture was stirred overnight at room temperature under a nitrogen atmosphere. It was then diluted with 30 mL EtOAc and washed with water (2×40 mL) and brine (10 mL). The o... The reactants are [Cl-].[NH4+] (ammonium chloride), FC1=C(C=CC(=C1)F)Br (2,4-Difluorobromobenzene), C(CCC)[Li] (n-butyllithium), 61, solution, CN(C=O)C (dimethylformamide). Run in O (water), C(C)OCC (diethyl ether), CCCCCC (hexane), C(C)OCC (diethyl ether). Reaction conditions: temperature -75 celsius, time 20 minute. Product: FC1=C(C=O)C=CC(=C1)F (2,4-Difluorobenzaldehyde). Isolated yield 95.4%. As a reaction SMILES: [F:1][C:2]1[CH:7]=[C:6]([F:8])[CH:5]=[CH:4][C:3]=1Br.C([Li])CCC.CN(C)[CH:17]=[O:18].[Cl-].[NH4+]>CCCCCC.C(OCC)C.O>[F:1][C:2]1[CH:7]=[C:6]([F:8])[CH:5]=[CH:4][C:3]=1[CH:17]=[O:18] |f:3.4|. Reported procedure: 2,4-Difluorobromobenzene (18.5 g) was added to dry diethyl ether (150 ml), cooled to -75° C. and n-butyllithium (61 5 ml of a 1.55 molar solution in hexane) was added under dry nitrogen over a period of 45 minutes. The mixture was stirred at -70° C. for a further 20 minutes and dry dimethylformamide (7.65 g) was added in dry diethyl ether (30 ml) at -70° C. over a period of 30 minutes. The mixture was stirred for 40 minutes and allowed to warm to -50° C. over a further 15 minutes. A solution of ... The reactants are NC=1SC=C(N1)CC(=O)OCC (ethyl 2-(2-amino-1,3-thiazol-4-yl)acetate), C(CC)S(=O)(=O)Cl (propanesulfonyl chloride), N1=CC=CC=C1 (pyridine), N=C1SC=C(N1)CC(=O)OCC (ethyl 2-(2-imino-2,3-dihydro-1,3-thiazol-4-yl)acetate), N1=CC=CC=C1 (pyridine). Solvent: C(Cl)Cl (methylene chloride), C(Cl)Cl (methylene chloride). Reaction conditions: temperature 40 celsius. Product: C(CC)S(=O)(=O)NC=1SC=C(N1)CC(=O)OCC (ethyl 2-(2-propanesulfonylamino-1,3-thiazol-4-yl)acetate). RXN SMILES: [NH2:1][C:2]1[S:3][CH:4]=[C:5]([CH2:7][C:8]([O:10][CH2:11][CH3:12])=[O:9])[N:6]=1.N1C=CC=CC=1.[CH2:19]([S:22](Cl)(=[O:24])=[O:23])[CH2:20][CH3:21]>C(Cl)Cl>[CH2:19]([S:22]([NH:1][C:2]1[S:3][CH:4]=[C:5]([CH2:7][C:8]([O:10][CH2:11][CH3:12])=[O:9])[N:6]=1)(=[O:24])=[O:23])[CH2:20][CH3:21]. Procedure: A mixture of ethyl 2-(2-amino-1,3-thiazol-4-yl)acetate, which can be represented as ethyl 2-(2-imino-2,3-dihydro-1,3-thiazol-4-yl)acetate, (40 g.) and pyridine (200 ml.) was stirred in a stream of nitrogen gas at 40° C., and to the mixture was dropwise added a mixture of propanesulfonyl chloride (61.3 g.) and methylene chloride (100 ml.) over 2 hours, and then the mixture was stirred for 2 hours at the same temperature. After the reaction, pyridine and methylene chloride were distilled off from ... Product: CC(CN1CCN(CC1)CC(=O)N1C2=C(NC(C3=C1C=CC=C3)=O)C=CC=N2)=C (5,11-Dihydro-11-{[4-(2-methyl-allyl)-1-piperazinyl]acetyl}-6H-pyrido[2,3-b][1,4]benzodiazepin-6-one). The solvent is C(C)O (ethanol). Reactants: ClCC(=O)N1C2=C(NC(C3=C1C=CC=C3)=O)C=CC=N2 (11-chloroacetyl-5,11-dihydro-6H-pyrido[2,3-b][1,4]-benzodiazepin-6-one), C([O-])([O-])=O.[Na+].[Na+] (sodium carbonate), CC(CN1CCNCC1)=C (1-(2-methyl-allyl)-piperazine). Reported procedure: 8.62 gm of 11-chloroacetyl-5,11-dihydro-6H-pyrido[2,3-b][1,4]-benzodiazepin-6-one, 3.5 gm of sodium carbonate and 4.6 gm of 1-(2-methyl-allyl)-piperazine were refluxed in 100 ml of absolute ethanol for 2 hours. Then, the reaction mixture was suction-filtered while still hot, and the filtrate was evaporated to a volume of 40 ml and cooled. The precipitated crystals were recrystallized from ethanol in the presence of activated charcoal, yielding 75% of theory of the compound of the formula ##STR9#... As a reaction SMILES: Cl[CH2:2][C:3]([N:5]1[C:11]2[CH:12]=[CH:13][CH:14]=[CH:15][C:10]=2[C:9](=[O:16])[NH:8][C:7]2[CH:17]=[CH:18][CH:19]=[N:20][C:6]1=2)=[O:4].C(=O)([O-])[O-].[Na+].[Na+].[CH3:27][C:28](=[CH2:36])[CH2:29][N:30]1[CH2:35][CH2:34][NH:33][CH2:32][CH2:31]1>C(O)C>[CH3:36][C:28](=[CH2:27])[CH2:29][N:30]1[CH2:35][CH2:34][N:33]([CH2:2][C:3]([N:5]2[C:11]3[CH:12]=[CH:13][CH:14]=[CH:15][C:10]=3[C:9](=[O:16])[NH:8][C:7]3[CH:17]=[CH:18][CH:19]=[N:20][C:6]2=3)=[O:4])[CH2:32][CH2:31]1 |f:1.2.3|. Reactants: [Al+3], CCOC(=O)COC1CCN(Cc2ccccc2)CC1, [H-], [H-], [H-], [H-], [Li+], C1CCOC1, O. Yields the product OCCOC1CCN(Cc2ccccc2)CC1. RXN SMILES: [Al+3:22].[CH2:1]([c:2]1[cH:3][cH:4][cH:5][cH:6][cH:7]1)[N:8]1[CH2:9][CH2:10][CH:11]([O:14][CH2:15][C:16](=[O:17])[O:18][CH2:19][CH3:20])[CH2:12][CH2:13]1.[H-:21].[H-:24].[H-:25].[H-:26].[Li+:23].[O:28]1[CH2:29][CH2:30][CH2:31][CH2:32]1.[OH2:27]>>[CH2:1]([c:2]1[cH:3][cH:4][cH:5][cH:6][cH:7]1)[N:8]1[CH2:9][CH2:10][CH:11]([O:14][CH2:15][CH2:16][OH:17])[CH2:12][CH2:13]1.